Dataset: the Open Reaction Database (ORD), a public repository of structured organic reaction records. Task: describe an organic reaction: reactants, conditions, products, and yield Starting materials: FC=1C=C2C=NN(C2=C(C1)CO)CC(C)C ((5-Fluoro-1-isobutyl-1H-indazole-7-yl)-methanol), COC(=O)C=1C=C2C=NNC2=CC1 (1H-indazole-5-carboxylic acid methyl ester), heterocycle. The product is COC(=O)C=1C=C2C=NN(C2=CC1)CC=1C=C(C=C2C=NN(C12)CC(C)C)F (1-(5-Fluoro-1-isobutyl-1H-indazol-7-ylmethyl)-1H-indazole-5-carboxylic acid methyl ester). Yield: 53.0%. RXN SMILES: [F:1][C:2]1[CH:3]=[C:4]2[C:8](=[C:9]([CH2:11]O)[CH:10]=1)[N:7]([CH2:13][CH:14]([CH3:16])[CH3:15])[N:6]=[CH:5]2.[CH3:17][O:18][C:19]([C:21]1[CH:22]=[C:23]2[C:27](=[CH:28][CH:29]=1)[NH:26][N:25]=[CH:24]2)=[O:20]>>[CH3:17][O:18][C:19]([C:21]1[CH:22]=[C:23]2[C:27](=[CH:28][CH:29]=1)[N:26]([CH2:11][C:9]1[CH:10]=[C:2]([F:1])[CH:3]=[C:4]3[C:8]=1[N:7]([CH2:13][CH:14]([CH3:16])[CH3:15])[N:6]=[CH:5]3)[N:25]=[CH:24]2)=[O:20]. Procedure: Compound 27 was prepared following general method 3A, using compound 19 as a starting material and 1H-indazole-5-carboxylic acid methyl ester as the heterocycle. Yield: 53%.